Dataset: the Open Reaction Database (ORD), a public repository of structured organic reaction records. Task: describe an organic reaction: reactants, conditions, products, and yield The reactants are C(#N)C=1C=NC2=CC(=C(C=C2C1NC1=C2C(=CC=C1I)OCO2)OC)OC (3-cyano-4-(6-iodo-2,3-methylenedioxyanilino)-6,7-dimethoxyquinoline), C(#N)C=1C=NC2=CC(=C(C=C2C1NC1=C2C(=C(C=C1I)I)OCO2)OC)OC (3-cyano-4-(4,6-diiodo-2,3-methylenedioxyanilino)-6,7-dimethoxyquinoline), resultant mixture. The reagents and catalysts are C=1C=CC(=CC1)/C=C/C(=O)/C=C/C2=CC=CC=C2.C=1C=CC(=CC1)/C=C/C(=O)/C=C/C2=CC=CC=C2.C=1C=CC(=CC1)/C=C/C(=O)/C=C/C2=CC=CC=C2.[Pd].[Pd] (Tris(dibenzylideneacetone)dipalladium), [C-]#N.[Zn+2].[C-]#N (zinc cyanide), C1(=CC=CC=C1)P(C1=CC=CC=C1)[C-]1C=CC=C1.[CH-]1C=CC=C1.[Fe+2] (diphenylphosphinoferrocene), [Zn] (zinc). Solvent: CC(=O)N(C)C (DMA). Run at temperature 110 celsius. Yields the product C(#N)C=1C=NC2=CC(=C(C=C2C1NC1=C2C(=CC=C1C#N)OCO2)OC)OC (3cyano-4-(6-cyano-2,3-methylenedioxyanilino)-6,7-dimethoxyquinoline). Reaction SMILES: [C:1]([C:3]1[CH:4]=[N:5][C:6]2[C:11]([C:12]=1[NH:13][C:14]1[C:19](I)=[CH:18][CH:17]=[C:16]3[O:21][CH2:22][O:23][C:15]=13)=[CH:10][C:9]([O:24][CH3:25])=[C:8]([O:26][CH3:27])[CH:7]=2)#[N:2].[C:28](C1C=NC2C(C=1NC1C(I)=CC(I)=C3OCOC=13)=CC(OC)=C(OC)C=2)#[N:29]>C1C=CC(/C=C/C(/C=C/C2C=CC=CC=2)=O)=CC=1.C1C=CC(/C=C/C(/C=C/C2C=CC=CC=2)=O)=CC=1.C1C=CC(/C=C/C(/C=C/C2C=CC=CC=2)=O)=CC=1.[Pd].[Pd].[C-]#N.[Zn+2].[C-]#N.C1(P([C-]2C=CC=C2)C2C=CC=CC=2)C=CC=CC=1.[CH-]1C=CC=C1.[Fe+2].[Zn].CC(N(C)C)=O>[C:1]([C:3]1[CH:4]=[N:5][C:6]2[C:11]([C:12]=1[NH:13][C:14]1[C:19]([C:28]#[N:29])=[CH:18][CH:17]=[C:16]3[O:21][CH2:22][O:23][C:15]=13)=[CH:10][C:9]([O:24][CH3:25])=[C:8]([O:26][CH3:27])[CH:7]=2)#[N:2] |f:2.3.4.5.6,7.8.9,10.11.12|. Procedure details: Tris(dibenzylideneacetone)dipalladium (0.039 g) was added to a mixture of a 4:1 mixture (0.25 g) of 3-cyano-4-(6-iodo-2,3-methylenedioxyanilino)-6,7-dimethoxyquinoline and 3-cyano-4-(4,6-diiodo-2,3-methylenedioxyanilino)-6,7-dimethoxyquinoline (Example 10, Note [11]), zinc cyanide (0.092 g), diphenylphosphinoferrocene (0.046 g), zinc powder (0.017 g) and DMA (15 ml) and the resultant mixture was stirred and heated to 110° C. for 1 hour. The mixture was cooled to ambient temperature and partition... Starting materials: O (Water), CN1N=CC=C1NC(OCC(Cl)(Cl)Cl)=O (2,2,2-trichloroethyl (1-methyl-1H-pyrazol-5-yl)carbamate), C1(=CC=CC=C1)C1=NSC(=N1)N1CCNCC1 (1-(3-phenyl-1,2,4-thiadiazol-5-yl)piperazine), C(C)(C)N(CC)C(C)C (diisopropylethylamine). Run in CS(=O)C (dimethylsulfoxide). Reaction conditions: temperature 70 celsius, time 15 hour. Yields the product CN1N=CC=C1NC(=O)N1CCN(CC1)C1=NC(=NS1)C1=CC=CC=C1 (N-(1-Methyl-1H-pyrazol-5-yl)-4-(3-phenyl-1,2,4-thiadiazol-5-yl)piperazine-1-carboxamide). The yield is 46.7%. As a reaction SMILES: [CH3:1][N:2]1[C:6]([NH:7][C:8](=[O:15])OCC(Cl)(Cl)Cl)=[CH:5][CH:4]=[N:3]1.[C:16]1([C:22]2[N:26]=[C:25]([N:27]3[CH2:32][CH2:31][NH:30][CH2:29][CH2:28]3)[S:24][N:23]=2)[CH:21]=[CH:20][CH:19]=[CH:18][CH:17]=1.C(N(C(C)C)CC)(C)C.O>CS(C)=O>[CH3:1][N:2]1[C:6]([NH:7][C:8]([N:30]2[CH2:31][CH2:32][N:27]([C:25]3[S:24][N:23]=[C:22]([C:16]4[CH:21]=[CH:20][CH:19]=[CH:18][CH:17]=4)[N:26]=3)[CH2:28][CH2:29]2)=[O:15])=[CH:5][CH:4]=[N:3]1. Procedure details: A mixture of 2,2,2-trichloroethyl (1-methyl-1H-pyrazol-5-yl)carbamate (243 mg, 0.893 mmol), 1-(3-phenyl-1,2,4-thiadiazol-5-yl)piperazine (200 mg, 0.812 mmol) and diisopropylethylamine (0.156 ml, 0.893 mmol) in dimethylsulfoxide (2.5 ml) was stirred at 70° C. for 15 hours. Water was poured into the reaction mixture and the mixture was extracted with ethyl acetate. The extract was washed with water and dried over anhydrous magnesium sulfate and the solvent was distilled off under reduced pressure.... The reactants are O=C1c2ccnc(Cl)c2OCCN1Cc1ccccc1, C1CCOC1, CO. The product is Clc1nccc2c1OCCN(Cc1ccccc1)C2. RXN SMILES: [CH2:1]([c:2]1[cH:3][cH:4][cH:5][cH:6][cH:7]1)[N:8]1[CH2:9][CH2:10][O:11][c:12]2[c:13]([cH:16][cH:17][n:18][c:19]2[Cl:20])[C:14]1=[O:15].[CH2:23]1[O:24][CH2:25][CH2:26][CH2:27]1.[CH3:21][OH:22]>>[CH2:1]([c:2]1[cH:3][cH:4][cH:5][cH:6][cH:7]1)[N:8]1[CH2:9][CH2:10][O:11][c:12]2[c:13]([cH:16][cH:17][n:18][c:19]2[Cl:20])[CH2:14]1. The reactants are BrC1=C2C=CN(C2=CC=C1)[Si](C(C)C)(C(C)C)C(C)C (4-Bromo-1-(triisopropylsilyl)-1H-indole), [Li]C(C)(C)C (t-BuLi), CSSC (dimethyl disulfide). Solvent: CCOCC (Et2O). Run at temperature -78 celsius, time 10 minute. Product: CSC=1N(C2=CC=CC=C2C1)[Si](C(C)C)(C(C)C)C(C)C (Methylsulfanyl-1-(triisopropylsilyl)-1H-indole). Isolated yield 97.8%. As a reaction SMILES: Br[C:2]1[CH:10]=[CH:9][CH:8]=[C:7]2[C:3]=1[CH:4]=[CH:5][N:6]2[Si:11]([CH:18]([CH3:20])[CH3:19])([CH:15]([CH3:17])[CH3:16])[CH:12]([CH3:14])[CH3:13].[Li]C(C)(C)C.[CH3:26][S:27]SC>CCOCC>[CH3:26][S:27][C:5]1[N:6]([Si:11]([CH:15]([CH3:16])[CH3:17])([CH:12]([CH3:14])[CH3:13])[CH:18]([CH3:20])[CH3:19])[C:7]2[C:3]([CH:4]=1)=[CH:2][CH:10]=[CH:9][CH:8]=2. Procedure: To a solution of the indole of Step 2 (2.9 g, 8 mmol) in Et2O (50 mL) at −78° C. was added t-BuLi (11 mL, 18 mmol). The reaction mixture was stirred for 10 minutes at −78° C. and dimethyl disulfide (2.3 g, 25 mmol) was added. The reaction mixture was stirred for 30 minutes and the reaction was quenched with water. The phases were separated and the aqueous layer was extracted with Et2O. The combined organic layers were dried over Na2SO4 and concentrated. The residue was purified by silica gel chr... Product: [Cl-].COC=1C=CC2=C([NH2+]C([Te]2)C)C1 (5-Methoxy-2-methyl-3H-benzotellurazolium Chloride). Reported procedure: 1,1,1-Trichloro-6-methoxy-3-methyl-2,1,4-benzoxatellurazinium, inner salt (Example 7) (40 g=0.1 mole) was suspended in methanol (400 ml), and a solution of sodium hydroxide (8.0 g=0.2 mole) in water (75 ml) was added. This formed a clear solution which was placed into a vessel fitted with a stirrer, a nitrogen inlet, and a condenser. Under nitrogen, sodium borohydride (10.6 g, 0.28 mole) was added in small increments until the solution no longer turned red or orange with further additions, event... Reactants: [OH-].[Na+] (sodium hydroxide), Cl[TeH]1(OC(=[NH+]C2=C1C=CC(=C2)OC)C)(Cl)Cl (1,1,1-Trichloro-6-methoxy-3-methyl-2,1,4-benzoxatellurazinium), Cl (hydrochloric acid), [BH4-].[Na+] (sodium borohydride). As a reaction SMILES: [Cl:1][TeH:2]1(Cl)(Cl)[C:7]2[CH:8]=[CH:9][C:10]([O:12][CH3:13])=[CH:11][C:6]=2[NH+:5]=[C:4]([CH3:14])O1.[OH-].[Na+].[BH4-].[Na+].Cl>CO.O>[Cl-:1].[CH3:13][O:12][C:10]1[CH:9]=[CH:8][C:7]2[Te:2][CH:4]([CH3:14])[NH2+:5][C:6]=2[CH:11]=1 |f:1.2,3.4,8.9|. Solvent: O (water), CO (methanol). Starting materials: CC1=C(C(=NN1C1=CC=C(C=C1)CCNC(OC1=CC=CC=C1)=O)C(F)(F)F)C1=CC=CC=C1 (Phenyl 2-{4-[5-methyl-4-phenyl-3-(trifluoromethyl)-1H-pyrazol-1-yl]phenyl}ethylcarbamate), C1(=CC(=CC=C1)S(=O)(=O)N)S(=O)(=O)N (1,3-benzenedisulfonamide). The product is CC1=C(C(=NN1C1=CC=C(C=C1)CCNC(=O)NS(=O)(=O)C1=CC(=CC=C1)S(=O)(=O)N)C(F)(F)F)C1=CC=CC=C1 (N-{[(2-{4-[5-Methyl-4-phenyl-3-(trifluoromethyl)-1H-pyrazol-1-yl]phenyl}ethyl)amino]carbonyl}-1,3-benzenedisulfonamide). Reaction SMILES: [CH3:1][C:2]1[N:6]([C:7]2[CH:12]=[CH:11][C:10]([CH2:13][CH2:14][NH:15][C:16](=O)[O:17]C3C=CC=CC=3)=[CH:9][CH:8]=2)[N:5]=[C:4]([C:25]([F:28])([F:27])[F:26])[C:3]=1[C:29]1[CH:34]=[CH:33][CH:32]=[CH:31][CH:30]=1.[C:35]1([S:45]([NH2:48])(=[O:47])=[O:46])[CH:40]=[CH:39][CH:38]=[C:37]([S:41]([NH2:44])(=[O:43])=[O:42])[CH:36]=1>>[CH3:1][C:2]1[N:6]([C:7]2[CH:12]=[CH:11][C:10]([CH2:13][CH2:14][NH:15][C:16]([NH:44][S:41]([C:37]3[CH:38]=[CH:39][CH:40]=[C:35]([S:45]([NH2:48])(=[O:47])=[O:46])[CH:36]=3)(=[O:43])=[O:42])=[O:17])=[CH:9][CH:8]=2)[N:5]=[C:4]([C:25]([F:26])([F:27])[F:28])[C:3]=1[C:29]1[CH:34]=[CH:33][CH:32]=[CH:31][CH:30]=1. Reported procedure: The title compound was prepared according to the procedure described in step 1 of Example 42 from phenyl 2-{4-[5-methyl-4-phenyl-3-(trifluoromethyl)-1H-pyrazol-1-yl]phenyl}ethylcarbamate (step 7 of Example 52) and 1,3-benzenedisulfonamide: MS (ESI) m/z 608 [M+H]+, 606 [M−H]−, 1H-NMR (CDCl3) δ 8.62 (1H, br.s), 8.14 (2H, br.s), 7.70 (1H, br.s), 7.39-7.21 (9H, m), 6.18 (1H, br.s), 3.35 (2H, br.s), 2.76 (2H, br.s), 2.15 (3H, s).